This data is from the Open Reaction Database (ORD), a public repository of structured organic reaction records. The task is: describe an organic reaction: reactants, conditions, products, and yield The reactants are BrC1=CC=C(C=C1)C1=C(C(=NO1)C)C(=O)NN (5-(4-bromo-phenyl)-3-methyl-isoxazole-4-carboxylic acid hydrazide), C1(=CC=CC=C1)CC(=O)Cl (phenylacetyl chloride). The product is C(C1=CC=CC=C1)C=1OC(=NN1)C=1C(=NOC1C1=CC=C(C=C1)Br)C (2-Benzyl-5-[5-(4-bromo-phenyl)-3-methyl-isoxazol-4-yl]-[1,3,4]oxadiazole). RXN SMILES: [Br:1][C:2]1[CH:7]=[CH:6][C:5]([C:8]2[O:12][N:11]=[C:10]([CH3:13])[C:9]=2[C:14]([NH:16][NH2:17])=[O:15])=[CH:4][CH:3]=1.[C:18]1([CH2:24][C:25](Cl)=O)[CH:23]=[CH:22][CH:21]=[CH:20][CH:19]=1>>[CH2:24]([C:25]1[O:15][C:14]([C:9]2[C:10]([CH3:13])=[N:11][O:12][C:8]=2[C:5]2[CH:6]=[CH:7][C:2]([Br:1])=[CH:3][CH:4]=2)=[N:16][N:17]=1)[C:18]1[CH:23]=[CH:22][CH:21]=[CH:20][CH:19]=1. Procedure details: Prepared according to the procedure described in Example 8, Step 6, using 5-(4-bromo-phenyl)-3-methyl-isoxazole-4-carboxylic acid hydrazide and phenylacetyl chloride.